From a dataset of the Open Reaction Database (ORD), a public repository of structured organic reaction records. describe an organic reaction: reactants, conditions, products, and yield Starting materials: C(C(=O)Cl)(=O)Cl (oxalyl chloride), C(O)([O-])=O.[Na+] (sodium hydrogen carbonate), C(C=1C(N)=CC=CC1)(=O)O (Anthranilic acid), C(C1=CC=CC=C1)(=O)Cl (benzoyl chloride). The solvent is CN(C=O)C (dimethylformamide), N1=CC=CC=C1 (pyridine). Run at temperature 50 celsius, time 8 hour. Product: C1(=CC=CC=C1)C1=NC2=C(C(O1)=O)C=CC=C2 (2-phenyl-4H-3,1-benzoxazin-4-one). As a reaction SMILES: [C:1]([OH:10])(=[O:9])[C:2]1[C:3](=[CH:5][CH:6]=[CH:7][CH:8]=1)[NH2:4].[C:11](Cl)(=O)[C:12]1[CH:17]=[CH:16][CH:15]=[CH:14][CH:13]=1.C(Cl)(=O)C(Cl)=O.C(=O)([O-])O.[Na+]>N1C=CC=CC=1.CN(C)C=O>[C:12]1([C:11]2[O:9][C:1](=[O:10])[C:2]3[CH:8]=[CH:7][CH:6]=[CH:5][C:3]=3[N:4]=2)[CH:17]=[CH:16][CH:15]=[CH:14][CH:13]=1 |f:3.4|. Reported procedure: Anthranilic acid (1.0 g, 7.29 mmol) was dissolved in pyridine (10 mL), benzoyl chloride (1.13 g, 8.02 mmol) was slowly added on an ice bath, and stirred at 50° C. overnight. The solvent was distilled off under reduced pressure, the residue was dissolved in dry methylene chloride (20 mL), oxalyl chloride (925 mg, 7.29 mmol) and a catalytic amount of dimethylformamide were added on an ice bath, and stirred at room temperature for 4 hours. Saturated sodium hydrogen carbonate aqueous solution was ad... The reactants are C1(CC(CCC1)=O)=O (cyclohexane-1,3-dione), NC1=CC(=NC=C1)C(F)(F)F (4-amino-2-trifluormethylpyridine), C(C)(=O)O (acetic acid). The solvent is C(C)(=O)OCC (ethyl acetate). Conditions: temperature 130 celsius. The product is FC(C1=NC=CC(=C1)NC1=CC(CCC1)=O)(F)F (3-(2-(trifluoromethyl)pyridin-4-ylamino)cyclohex-2-enone). RXN SMILES: [C:1]1(=O)[CH2:6][CH2:5][CH2:4][C:3](=[O:7])[CH2:2]1.[NH2:9][C:10]1[CH:15]=[CH:14][N:13]=[C:12]([C:16]([F:19])([F:18])[F:17])[CH:11]=1.C(O)(=O)C>C(OCC)(=O)C>[F:19][C:16]([F:17])([F:18])[C:12]1[CH:11]=[C:10]([NH:9][C:1]2[CH2:6][CH2:5][CH2:4][C:3](=[O:7])[CH:2]=2)[CH:15]=[CH:14][N:13]=1. Procedure details: A mixture of cyclohexane-1,3-dione (2.00 g, 17.8 mmol), 4-amino-2-trifluormethylpyridine (2.89 g, 17.8 mmol) and glacial acetic acid (10 mL) is heated at 130° C. for 4 h. The mixture cooled at room temperature, diluted with ethyl acetate and extracted three times with water. The phases are separated, and the aqueous layer is extracted with ethyl acetate. The combined organic layers are dried over Na2SO4 and concentreated under reduced pressure. The residue is purified by flash chromatography on ...